This data is from the Open Reaction Database (ORD), a public repository of structured organic reaction records. The task is: describe an organic reaction: reactants, conditions, products, and yield Reactants: CC(NC(=O)OC1C2CC3CC(CC1C3)C2)(CC2=CC=C(C=C2)OCC2=CC=CC=C2)C(=O)OC (methyl α-methyl-O-(phenylmethyl)-N-[(tricyclo[3.3.1.13,7 ]dec-2-yloxy)-carbonyl]-DL-tyrosinate), O.[OH-].[Li+] (lithium hydroxide monohydrate). The solvent is O1CCOCC1 (dioxane), O (water). Run at time 48 hour. Yields the product CC(NC(=O)OC1C2CC3CC(CC1C3)C2)(CC2=CC=C(C=C2)OCC2=CC=CC=C2)C(=O)O (α-methyl-O-(phenylmethyl)-N-[(tricyclo[3.3.1.13,7 ]dec-2-yloxy)carbonyl]-DL-tyrosine). The yield is 0.1%. RXN SMILES: [CH3:1][C:2]([C:32]([O:34]C)=[O:33])([CH2:17][C:18]1[CH:23]=[CH:22][C:21]([O:24][CH2:25][C:26]2[CH:31]=[CH:30][CH:29]=[CH:28][CH:27]=2)=[CH:20][CH:19]=1)[NH:3][C:4]([O:6][CH:7]1[CH:14]2[CH2:15][CH:10]3[CH2:11][CH:12]([CH2:16][CH:8]1[CH2:9]3)[CH2:13]2)=[O:5].O.[OH-].[Li+]>O1CCOCC1.O>[CH3:1][C:2]([C:32]([OH:34])=[O:33])([CH2:17][C:18]1[CH:19]=[CH:20][C:21]([O:24][CH2:25][C:26]2[CH:31]=[CH:30][CH:29]=[CH:28][CH:27]=2)=[CH:22][CH:23]=1)[NH:3][C:4]([O:6][CH:7]1[CH:8]2[CH2:9][CH:10]3[CH2:11][CH:12]([CH2:13][CH:14]1[CH2:15]3)[CH2:16]2)=[O:5] |f:1.2.3|. Reported procedure: To a stirred solution of methyl α-methyl-O-(phenylmethyl)-N-[(tricyclo[3.3.1.13,7 ]dec-2-yloxy)-carbonyl]-DL-tyrosinate (1.10 g, 0.0023 mol) in 8.8 mL dioxane and 4.4 mL water, lithium hydroxide monohydrate (0.145 g, 0.003 mmol, 1.5 eq) was added. This reaction mixture was then stirred for 48 hours at room temperature. The reaction mixture was then concentrated in vacuo and the resulting white syrup was diluted with 20 mL H2O. Thisbasic solution (pH 13) was then acidified (pH 2) with 1 mL 10% HC... Starting materials: C1CCOC1 (THF), [OH-].[Na+] (NaOH), [H-].[H-].[H-].[H-].[Li+].[Al+3] (LiAlH4), C1CCOC1 (THF), N1C=C(C2=CC=CC=C12)CC(=O)O (indole-3-acetic acid), O (water), O (water). Conditions: temperature 0 celsius. Yields the product OCCCC1=CNC2=CC=CC=C12 (3-(3-hydroxypropyl)indole). Yield: 80.0%. RXN SMILES: [H-].[H-].[H-].[H-].[Li+].[Al+3].[NH:7]1[C:15]2[C:10](=[CH:11][CH:12]=[CH:13][CH:14]=2)[C:9]([CH2:16][C:17](O)=O)=[CH:8]1.O.[OH-].[Na+].C1C[O:26][CH2:25]C1>>[OH:26][CH2:25][CH2:17][CH2:16][C:9]1[C:10]2[C:15](=[CH:14][CH:13]=[CH:12][CH:11]=2)[NH:7][CH:8]=1 |f:0.1.2.3.4.5,8.9|. Reported procedure: To a stirred suspension of LiAlH4 (3.24g) in THF (200 mL) at 0° C. and under N2 atmosphere was added tropwise a THF solution (50 mL) containing indole-3-acetic acid (10.0 g). After the addition was complete, the reaction was heated at reflux for 3 h, after which time the mixture was cooled to 0° C. and water (3.3 mL) added, followed by 15% NaOH (3.3 mL), and finally additional water (9.9 mL). The reaction was filtered and the filter cake washed with Et2O. The organic layers were combined, dried ... Starting materials: N1(CCCCC1)C1=C(N)C=CC=C1 (2-piperidinoaniline), C(=S)(Cl)Cl (thiophosgene), O (water), Ice, O (water). Solvent: O1CCOCC1 (dioxane). Reaction conditions: temperature 0 celsius, time 4 hour. Product: N1(CCCCC1)C1=C(C=CC=C1)N=C=S (2-piperidinophenyl isothiocyanate). Reaction SMILES: [N:1]1([C:7]2[CH:13]=[CH:12][CH:11]=[CH:10][C:8]=2[NH2:9])[CH2:6][CH2:5][CH2:4][CH2:3][CH2:2]1.[C:14](Cl)(Cl)=[S:15].O>O1CCOCC1>[N:1]1([C:7]2[CH:13]=[CH:12][CH:11]=[CH:10][C:8]=2[N:9]=[C:14]=[S:15])[CH2:6][CH2:5][CH2:4][CH2:3][CH2:2]1. Reported procedure: A solution of 2-piperidinoaniline (17.6 g) in dioxane (100 ml) was added over 25 minutes to a mixture of thiophosgene (10.2 ml) and water (200 ml) which had been cooled to 0° C. The temperature of the mixture was allowed to rise to ambient and the mixture was stirred for 4 hours. Ice (200 g) and water (200 ml) were added and the mixture extracted with ether (6×50 ml). The combined extracts were washed with water (100 ml) and brine (100 ml), dried and evaporated to give a residue which purified b... The reactants are CN1C(=C(C2=CC(=CC=C12)O)CCC1=CC=CC=C1)C (1,2-dimethyl-3-(2-phenyl-ethyl)-1H-indole-5-ol), C(C)OC(C(C)(C)Br)=O (2-bromo-2-methyl-propanoic acid ethylester). The product is C(C)OC(C(C)(OC=1C=C2C(=C(N(C2=CC1)C)C)CCC1=CC=CC=C1)C)=O (2-Methyl-2-[1,2-dimethyl-3-(2-phenyl-ethyl)-1H-indole-5-yloxy]-propanoic acid ethylester). As a reaction SMILES: [CH3:1][N:2]1[C:10]2[C:5](=[CH:6][C:7]([OH:11])=[CH:8][CH:9]=2)[C:4]([CH2:12][CH2:13][C:14]2[CH:19]=[CH:18][CH:17]=[CH:16][CH:15]=2)=[C:3]1[CH3:20].[CH2:21]([O:23][C:24](=[O:29])[C:25](Br)([CH3:27])[CH3:26])[CH3:22]>>[CH2:21]([O:23][C:24](=[O:29])[C:25]([CH3:27])([O:11][C:7]1[CH:6]=[C:5]2[C:10](=[CH:9][CH:8]=1)[N:2]([CH3:1])[C:3]([CH3:20])=[C:4]2[CH2:12][CH2:13][C:14]1[CH:19]=[CH:18][CH:17]=[CH:16][CH:15]=1)[CH3:26])[CH3:22]. Procedure: In accordance with a procedure analogous to that of Example 10, the above compound was prepared from 1,2-dimethyl-3-(2-phenyl-ethyl)-1H-indole-5-ol and 2-bromo-2-methyl-propanoic acid ethylester. The reactants are CS(C)=O, Nc1cc(Cl)ccc1S(N)(=O)=O, Cc1c(Br)cc(C(C)(C)C)c(O)c1C(=O)Oc1ccccc1. Product: Cc1c(Br)cc(C(C)(C)C)c(O)c1C1=Nc2cc(Cl)ccc2S(=O)(=O)N1. RXN SMILES: [CH3:35][S:36]([CH3:37])=[O:38].[NH2:23][c:24]1[c:25]([S:31](=[O:32])(=[O:33])[NH2:34])[cH:26][cH:27][c:28]([Cl:30])[cH:29]1.[c:1]1([O:2][C:8](=[O:3])[c:9]2[c:10]([CH3:21])[c:11]([Br:20])[cH:12][c:13]([C:16]([CH3:17])([CH3:18])[CH3:19])[c:14]2[OH:15])[cH:4][cH:5][cH:6][cH:7][cH:22]1>>[C:8]1([c:9]2[c:10]([CH3:21])[c:11]([Br:20])[cH:12][c:13]([C:16]([CH3:17])([CH3:18])[CH3:19])[c:14]2[OH:15])=[N:23][c:24]2[c:25]([cH:26][cH:27][c:28]([Cl:30])[cH:29]2)[S:31](=[O:32])(=[O:33])[NH:34]1. Starting materials: COC(=O)C(C)(C)c1cc2cc([N+](=O)[O-])ccc2[nH]1, CO. Product: COC(=O)C(C)(C)c1cc2cc(N)ccc2[nH]1. Reaction SMILES: [CH3:1][C:2]([C:3](=[O:4])[O:5][CH3:6])([CH3:7])[c:8]1[nH:9][c:10]2[cH:11][cH:12][c:13]([N+:17]([O-:18])=[O:19])[cH:14][c:15]2[cH:16]1.[CH3:20][OH:21]>>[CH3:1][C:2]([C:3](=[O:4])[O:5][CH3:6])([CH3:7])[c:8]1[nH:9][c:10]2[cH:11][cH:12][c:13]([NH2:17])[cH:14][c:15]2[cH:16]1. Starting materials: O=C(CCCCCCCCC)OC=1C=C(C=CC1OC(CCCCCCCCC)=O)N (3,4-bis[(1-oxodecyl)oxy]benzenamine), BrCC(=O)OCC1=CC=CC=C1 (benzyl bromoacetate), CN(C1=CC=CC2=CC=CC(=C12)N(C)C)C (1,8-bis(dimethylamino)naphthalene), [I-].[Na+] (sodium iodide). The solvent is C(C)#N (acetonitrile), CN(C)C=O (DMF). The product is C1(=CC=CC=C1)COC(CN)=O (glycine phenylmethyl ester), N-[3,4-bis[(1-oxodecyl)oxy]phenyl]-N-[2-oxo-2-phenylmethoxy)ethyl. Yield: 52.0%. RXN SMILES: O=C(OC1C=C([NH2:31])C=CC=1OC(=O)CCCCCCCCC)CCCCCCCCC.Br[CH2:33][C:34]([O:36][CH2:37][C:38]1[CH:43]=[CH:42][CH:41]=[CH:40][CH:39]=1)=[O:35].CN(C)C1C2C(=CC=CC=2N(C)C)C=CC=1.[I-].[Na+]>C(#N)C.CN(C=O)C>[C:38]1([CH2:37][O:36][C:34](=[O:35])[CH2:33][NH2:31])[CH:43]=[CH:42][CH:41]=[CH:40][CH:39]=1 |f:3.4|. Reported procedure: A mixture of 2.5 g (5.77 mmol) of 3,4-bis[(1-oxodecyl)oxy]benzenamine, 9.1 ml (57.7 mmol) of benzyl bromoacetate, 3.1 g (14.4 mmol) of 1,8-bis(dimethylamino)naphthalene and 0.34 g (2.3 mmol) of sodium iodide in 50 ml of acetonitrile and 10 ml of DMF was stirred at reflux for 48 hours. The solvents were removed at reduced pressure and the residue was treated with methylene chloride and water. The organic phase was separated, dried and concentrated to an oil which was purified by HPLC using 20% et...